Dataset: the Open Reaction Database (ORD), a public repository of structured organic reaction records. Task: describe an organic reaction: reactants, conditions, products, and yield Reactants: ClC1=NC(=C2N=CN(C2=N1)[C@H]1[C@@H]([C@@H]([C@H](C1)N1C(NCC1=O)=O)O)O)N[C@@H](CC1=CC=CC=C1)CO (3-{(1S,2R,3S,4R)-4-[2-Chloro-6-((S)-1-hydroxymethyl-2-phenyl-ethylamino)-purin-9-yl]-2,3-dihydroxy-cyclopentyl}-imidazolidine-2,4-dione), [N+](=O)([O-])C=1N=CNC1 (4-nitro-imidazole), C1(=CC=CC=C1)C(CNC1=C2N=CN(C2=NC(=N1)N1N=CC(=C1)[N+](=O)[O-])[C@H]1[C@@H]([C@@H]([C@H](C1)NC(CO)=O)O)O)C1=CC=CC=C1 (N-{(1S,2R,3S,4R)-4-[6-(2,2-diphenyl-ethylamino)-2-(4-nitro-pyrazol-1-yl)-purin-9-yl]-2,3-dihydroxy-cyclopentyl}-2-hydroxy-acetamide). Yields the product O[C@@H]1[C@H](C[C@H]([C@@H]1O)N1C2=NC(=NC(=C2N=C1)N[C@@H](CC1=CC=CC=C1)CO)N1C=NC(=C1)[N+](=O)[O-])N1C(NCC1=O)=O (3-{(1S,2R,3S,4R)-2,3-Dihydroxy-4-[6-((S)-1-hydroxymethyl-2-phenyl-ethylamino)-2-(4-nitro-imidazol-1-yl)-purin-9-yl]-cyclopentyl}-imidazolidine-2,4-dione). As a reaction SMILES: Cl[C:2]1[N:10]=[C:9]2[C:5]([N:6]=[CH:7][N:8]2[C@@H:11]2[CH2:15][C@H:14]([N:16]3[C:20](=[O:21])[CH2:19][NH:18][C:17]3=[O:22])[C@@H:13]([OH:23])[C@H:12]2[OH:24])=[C:4]([NH:25][C@H:26]([CH2:34][OH:35])[CH2:27][C:28]2[CH:33]=[CH:32][CH:31]=[CH:30][CH:29]=2)[N:3]=1.[N+:36]([C:39]1[N:40]=[CH:41][NH:42][CH:43]=1)([O-:38])=[O:37].C1(C(C2C=CC=CC=2)CNC2N=C(N3C=C([N+]([O-])=O)C=N3)N=C3C=2N=CN3[C@@H]2C[C@H](NC(=O)CO)[C@@H](O)[C@H]2O)C=CC=CC=1>>[OH:23][C@H:13]1[C@@H:12]([OH:24])[C@H:11]([N:8]2[CH:7]=[N:6][C:5]3[C:9]2=[N:10][C:2]([N:42]2[CH:43]=[C:39]([N+:36]([O-:38])=[O:37])[N:40]=[CH:41]2)=[N:3][C:4]=3[NH:25][C@H:26]([CH2:34][OH:35])[CH2:27][C:28]2[CH:33]=[CH:32][CH:31]=[CH:30][CH:29]=2)[CH2:15][C@@H:14]1[N:16]1[C:20](=[O:21])[CH2:19][NH:18][C:17]1=[O:22]. Reported procedure: 3-{(1S,2R,3S,4R)-4-[2-Chloro-6-((S)-1-hydroxymethyl-2-phenyl-ethylamino)-purin-9-yl]-2,3-dihydroxy-cyclopentyl}-imidazolidine-2,4-dione (Intermediate VB) and 4-nitro-imidazole, as described for N-{(1S,2R,3S,4R)-4-[6-(2,2-diphenyl-ethylamino)-2-(4-nitro-pyrazol-1-yl)-purin-9-yl]-2,3-dihydroxy-cyclopentyl}-2-hydroxy-acetamide (Intermediate QD). Reactants: C(CCCC)C=1SC2=C(C(=NC=3C=CC=CC23)NC(C(Cl)(Cl)Cl)=O)N1 (N-(2-pentylthiazolo[4,5-c]quinolin-4-yl)trichloroacetamide), N (ammonia), ClCCl (Dichloromethane). Run in CO (methanol). Product: C(CCCC)C=1SC2=C(C(=NC=3C=CC=CC23)N)N1 (2-pentylthiazolo[4,5-c]quinolin-4-amine). Reaction SMILES: [CH2:1]([C:6]1[S:7][C:8]2[C:17]3[CH:16]=[CH:15][CH:14]=[CH:13][C:12]=3[N:11]=[C:10]([NH:18]C(=O)C(Cl)(Cl)Cl)[C:9]=2[N:25]=1)[CH2:2][CH2:3][CH2:4][CH3:5].N.ClCCl>CO>[CH2:1]([C:6]1[S:7][C:8]2[C:17]3[CH:16]=[CH:15][CH:14]=[CH:13][C:12]=3[N:11]=[C:10]([NH2:18])[C:9]=2[N:25]=1)[CH2:2][CH2:3][CH2:4][CH3:5]. Procedure: Trichloroacetyl isocyanate (0.51 mL) was added to a solution of 2-pentylthiazolo[4,5-c]quinoline-5N-oxide (0.78 g) in dichloromethane (50 mL). The reaction mixture was stirred at ambient temperature for about 75 minutes and then concentrated under vacuum to provide crude N-(2-pentylthiazolo[4,5-c]quinolin-4-yl)trichloroacetamide. The amide was combined with a solution of ammonia in methanol (40 mL of 2M). Dichloromethane was added to bring all of the material into solution. When the reaction was... Procedure: To a suspension of urea (13.5 g) in DMF (50 mL) was added ethyl 4,4,4-trifluoro-2-chloroacetoacetate (10 mL) and the resulting reaction mixture was heated at 120° C. for 3 days. Then, the reaction mixture was cooled to RT and diluted with H2O (100 mL). Then, the reaction mixture was stirred at 0° C. for 1 h. The resulting precipitate was filtered, washed with H2O and dried in vacuo to yield ethyl 2-amino-4-trifluoromethyloxazole-5-carboxylate (A-1) as a white powder (9.8 g, 74% yield). LCMS (ESI... Starting materials: NC(=O)N (urea), FC(C(C(C(=O)OCC)Cl)=O)(F)F (ethyl 4,4,4-trifluoro-2-chloroacetoacetate). Isolated yield 74.0%. Reaction SMILES: [NH2:1][C:2]([NH2:4])=[O:3].[F:5][C:6]([F:17])([F:16])[C:7](=O)[CH:8](Cl)[C:9]([O:11][CH2:12][CH3:13])=[O:10]>CN(C=O)C.O>[NH2:1][C:2]1[O:3][C:8]([C:9]([O:11][CH2:12][CH3:13])=[O:10])=[C:7]([C:6]([F:5])([F:17])[F:16])[N:4]=1. The solvent is CN(C)C=O (DMF), O (H2O). Conditions: temperature 120 celsius, time 1 hour. Yields the product NC=1OC(=C(N1)C(F)(F)F)C(=O)OCC (ethyl 2-amino-4-trifluoromethyloxazole-5-carboxylate). Reactants: COc1ccc(C(C)=O)c2sc(=O)[nH]c12, Cl, O, c1ccncc1. The product is CC(=O)c1ccc(O)c2[nH]c(=O)sc12. RXN SMILES: [C:1]([CH3:2])(=[O:3])[c:4]1[cH:5][cH:6][c:7]([O:14][CH3:15])[c:8]2[nH:9][c:10](=[O:13])[s:11][c:12]12.[ClH:16].[OH2:23].[n:17]1[cH:18][cH:19][cH:20][cH:21][cH:22]1>>[C:1]([CH3:2])(=[O:3])[c:4]1[cH:5][cH:6][c:7]([OH:14])[c:8]2[nH:9][c:10](=[O:13])[s:11][c:12]12. Reactants: C(C)(C)(C)O[C@H](C(=O)OCC)C=1C(=NC(=C(C1N1CCC(CC1)(C)C)C1=CC=C(C=C1)OCCCC1=CC=C(C=C1)F)C)C ((S)-ethyl 2-(tert-butoxy)-2-(4-(4,4-dimethylpiperidin-1-yl)-5-(4-(3-(4-fluorophenyl)propoxy)phenyl)-2,6-dimethylpyridin-3-yl)acetate), [Li+].[OH-] (LiOH). The solvent is CCO.O (EtOH H2O). The product is C(C)(C)(C)O[C@H](C(=O)O)C=1C(=NC(=C(C1N1CCC(CC1)(C)C)C1=CC=C(C=C1)OCCCC1=CC=C(C=C1)F)C)C ((S)-2-(tert-butoxy)-2-(4-(4,4-dimethylpiperidin-1-yl)-5-(4-(3-(4-fluorophenyl)propoxy)phenyl)-2,6-dimethylpyridin-3-yl)acetic acid). Yield: 86.3%. Reaction SMILES: [C:1]([O:5][C@@H:6]([C:12]1[C:13]([CH3:44])=[N:14][C:15]([CH3:43])=[C:16]([C:26]2[CH:31]=[CH:30][C:29]([O:32][CH2:33][CH2:34][CH2:35][C:36]3[CH:41]=[CH:40][C:39]([F:42])=[CH:38][CH:37]=3)=[CH:28][CH:27]=2)[C:17]=1[N:18]1[CH2:23][CH2:22][C:21]([CH3:25])([CH3:24])[CH2:20][CH2:19]1)[C:7]([O:9]CC)=[O:8])([CH3:4])([CH3:3])[CH3:2].[Li+].[OH-]>CCO.O>[C:1]([O:5][C@@H:6]([C:12]1[C:13]([CH3:44])=[N:14][C:15]([CH3:43])=[C:16]([C:26]2[CH:27]=[CH:28][C:29]([O:32][CH2:33][CH2:34][CH2:35][C:36]3[CH:41]=[CH:40][C:39]([F:42])=[CH:38][CH:37]=3)=[CH:30][CH:31]=2)[C:17]=1[N:18]1[CH2:23][CH2:22][C:21]([CH3:25])([CH3:24])[CH2:20][CH2:19]1)[C:7]([OH:9])=[O:8])([CH3:4])([CH3:2])[CH3:3] |f:1.2,3.4|. Procedure details: A mixture of (S)-ethyl 2-(tert-butoxy)-2-(4-(4,4-dimethylpiperidin-1-yl)-5-(4-(3-(4-fluorophenyl)propoxy)phenyl)-2,6-dimethylpyridin-3-yl)acetate (0.031 g, 0.051 mmol) and LiOH (0.012 g, 0.513 mmol) in 9:1 EtOH/H2O (2 mL) was refluxed for 4 h. Then, cooled and purified by prep-HPLC to afford (S)-2-(tert-butoxy)-2-(4-(4,4-dimethylpiperidin-1-yl)-5-(4-(3-(4-fluorophenyl)propoxy)phenyl)-2,6-dimethylpyridin-3-yl)acetic acid (0.0254 g, 0.044 mmol, 86% yield) as solid. 1H NMR (500 MHz, CDCl3) δ 7.18-7... The reactants are CC1(C)NC(=O)c2ccc([N+](=O)[O-])cc2O1, ClP(Cl)(Cl)(Cl)Cl, O, O=P(Cl)(Cl)Cl. Yields the product CC1(C)N=C(Cl)c2ccc([N+](=O)[O-])cc2O1. Reaction SMILES: [CH3:7][C:8]1([CH3:22])[O:9][c:10]2[c:11]([cH:15][cH:16][c:17]([N+:19](=[O:20])[O-:21])[cH:18]2)[C:12](=[O:14])[NH:13]1.[Cl:1][P:2]([Cl:3])([Cl:4])([Cl:5])[Cl:6].[OH2:23].[P:24]([Cl:25])([Cl:26])([Cl:27])=[O:28]>>[Cl:1][C:12]1=[N:13][C:8]([CH3:7])([CH3:22])[O:9][c:10]2[c:11]1[cH:15][cH:16][c:17]([N+:19](=[O:20])[O-:21])[cH:18]2. The reactants are COC(=O)CP(=O)(OC)OC (trimethyl phosphonoacetate), [Cl-].[Li+] (lithium chloride), N12CCCCC2C=NC1 (1,8-diazabicyclo[4.3.0]non-7-ene), C(C)(C)(C)OC(=O)N1CCC(CC1)(C=O)C1CCCCC1 (4-cyclohexyl-4-formyl-piperidine-1-carboxylic acid tert-butyl ester). Run in C(C)#N (acetonitrile). Reaction conditions: time 1 hour. Yields the product C(C)(C)(C)OC(=O)N1CCC(CC1)(C=CC(=O)OC)C1CCCCC1 (4-cyclohexyl-4-(2-methoxycarbonyl-vinyl)-piperidine-1-carboxylic acid tert-butyl ester). Yield: 86.0%. Reaction SMILES: [CH3:1][O:2][C:3]([CH2:5]P(OC)(OC)=O)=[O:4].[Cl-].[Li+].N12CN=CC1CCCC2.[C:23]([O:27][C:28]([N:30]1[CH2:35][CH2:34][C:33]([CH:38]2[CH2:43][CH2:42][CH2:41][CH2:40][CH2:39]2)([CH:36]=O)[CH2:32][CH2:31]1)=[O:29])([CH3:26])([CH3:25])[CH3:24]>C(#N)C>[C:23]([O:27][C:28]([N:30]1[CH2:35][CH2:34][C:33]([CH:38]2[CH2:39][CH2:40][CH2:41][CH2:42][CH2:43]2)([CH:36]=[CH:5][C:3]([O:2][CH3:1])=[O:4])[CH2:32][CH2:31]1)=[O:29])([CH3:24])([CH3:25])[CH3:26] |f:1.2|. Procedure details: To a solution of trimethyl phosphonoacetate (1.41 ml, 8.72 mmole), lithium chloride (477 mg, 11.3 mmole), and 1,8-diazabicyclo[4.3.0]non-7-ene (DBU) (1.55 ml, 11.3 mmole) in anhydrous acetonitrile (25 ml) is added 4-cyclohexyl-4-formyl-piperidine-1-carboxylic acid tert-butyl ester, 7, (2.58 mg, 8.72 mmole) under argon at room temperature. The mixture is stirred for one hour and the solvent then removed under reduced pressure. The crude product is purified over silica (methylene chloride:methanol...